This data is from the Open Reaction Database (ORD), a public repository of structured organic reaction records. The task is: describe an organic reaction: reactants, conditions, products, and yield Reactants: ice, NC1=C(C=C(C=C1)C#N)NC[C@](C(=O)O)(C(=O)OC(C)(C)C)N ((S)-3-(2-amino-5-cyano-phenylamino)-2-tert-butoxycarbonyl amino-propionic acid), CCN=C=NCCCN(C)C.Cl (EDCI.HCl), C=1C=CC2=C(C1)N=NN2O (HOBT), CCN(C(C)C)C(C)C (DIPEA), CN(C)C=O (DMF). Solvent: C(C)(=O)OCC (ethyl acetate). Reaction conditions: time 16 hour. Yields the product C(C)(C)(C)OC(N[C@H]1CNC2=C(NC1=O)C=CC(=C2)C#N)=O (((S)-7-Cyano-2-oxo-2,3,4,5-tetrahydro-1H-benzo[b][1,4]diazepin-3-yl)-carbamic acid tert-butyl ester). The yield is 36.3%. As a reaction SMILES: NC1C=CC(C#N)=CC=1NC[C@@](N)([C:16]([O:18][C:19]([CH3:22])([CH3:21])[CH3:20])=[O:17])C(O)=O.CCN=C=NCCC[N:32]([CH3:34])C.Cl.[CH:36]1[CH:37]=[CH:38][C:39]2[N:44](O)N=[N:42][C:40]=2[CH:41]=1.CC[N:48](C(C)C)[CH:49]([CH3:51])[CH3:50].CN(C=[O:59])C>C(OCC)(=O)C>[C:19]([O:18][C:16](=[O:17])[NH:48][C@@H:49]1[C:51](=[O:59])[NH:42][C:40]2[CH:41]=[CH:36][C:37]([C:34]#[N:32])=[CH:38][C:39]=2[NH:44][CH2:50]1)([CH3:20])([CH3:21])[CH3:22] |f:1.2|. Procedure: To an ice cold solution of (S)-3-(2-amino-5-cyano-phenylamino)-2-tert-butoxycarbonyl amino-propionic acid (4.1 g, 12.812 mmol) in DMF (40 mL) was added EDCI.HCl (2.89 g, 15.125 mmol), HOBT (2.05 g, 15.125 mmol) and DIPEA (7.1 mL, 41.25 mmol). The resulting mixture was stirred for 16 h at RT and mixture was diluted with ethyl acetate and washed with water, brine and the organic solution was concentrated to give a material which was purified by silica gel chromatography to afford the title compoun...